This data is from the Open Reaction Database (ORD), a public repository of structured organic reaction records. The task is: describe an organic reaction: reactants, conditions, products, and yield The reactants are CC(=O)O[BH-](OC(C)=O)OC(C)=O, CCCCCc1ccc(CN(C(=O)C=Cc2ccc(C(F)(F)F)cc2)C(Cc2ccccc2)C(=O)N2CCNCC2)cc1, CC#N, [Na+], O=Cc1ccccn1. Product: CCCCCc1ccc(CN(C(=O)C=Cc2ccc(C(F)(F)F)cc2)C(Cc2ccccc2)C(=O)N2CCN(Cc3ccccn3)CC2)cc1. RXN SMILES: [C:52]([O:53][BH-:54]([O:55][C:56](=[O:57])[CH3:58])[O:59][C:60](=[O:61])[CH3:62])(=[O:63])[CH3:64].[CH2:1]([c:2]1[cH:3][cH:4][cH:5][cH:6][cH:7]1)[CH:8]([C:9]([N:10]1[CH2:11][CH2:12][NH:13][CH2:14][CH2:15]1)=[O:16])[N:17]([C:18]([CH:19]=[CH:20][c:21]1[cH:22][cH:23][c:24]([C:27]([F:28])([F:29])[F:30])[cH:25][cH:26]1)=[O:31])[CH2:32][c:33]1[cH:34][cH:35][c:36]([CH2:39][CH2:40][CH2:41][CH2:42][CH3:43])[cH:37][cH:38]1.[CH3:66][C:67]#[N:68].[Na+:65].[n:44]1[c:45]([CH:50]=[O:51])[cH:46][cH:47][cH:48][cH:49]1>>[CH2:1]([c:2]1[cH:3][cH:4][cH:5][cH:6][cH:7]1)[CH:8]([C:9]([N:10]1[CH2:11][CH2:12][N:13]([CH2:50][c:45]2[n:44][cH:49][cH:48][cH:47][cH:46]2)[CH2:14][CH2:15]1)=[O:16])[N:17]([C:18]([CH:19]=[CH:20][c:21]1[cH:22][cH:23][c:24]([C:27]([F:28])([F:29])[F:30])[cH:25][cH:26]1)=[O:31])[CH2:32][c:33]1[cH:34][cH:35][c:36]([CH2:39][CH2:40][CH2:41][CH2:42][CH3:43])[cH:37][cH:38]1. Starting materials: NC=1SC=2CCN(CCC2N1)CC#CC=1C=NC=CC1 (2-amino-6 -(3-(3-pyridyl)-2-propyn-1-yl)-4,5,7,8-tetrahydro-6H-thiazolo[5,4-d]azepine), CC(=O)C (acetone). Reagents/catalysts: [Pd].S(=O)(=O)([O-])[O-].[Ba+2] (palladium barium sulphate). Run in C(C)O (ethanol). The product is NC=1SC=2CCN(CCC2N1)C\C=C/C=1C=NC=CC1 ((Z)-2-Amino-6-(3-(3-pyridyl)-2-propen-1-yl)-4,5,7,8-tetrahydro-6H-thiazolo[5,4-d]azepine). Isolated yield 42.0%. As a reaction SMILES: [NH2:1][C:2]1[S:3][C:4]2[CH2:5][CH2:6][N:7]([CH2:12][C:13]#[C:14][C:15]3[CH:16]=[N:17][CH:18]=[CH:19][CH:20]=3)[CH2:8][CH2:9][C:10]=2[N:11]=1.CC(C)=O>C(O)C.[Pd].S([O-])([O-])(=O)=O.[Ba+2]>[NH2:1][C:2]1[S:3][C:4]2[CH2:5][CH2:6][N:7]([CH2:12]/[CH:13]=[CH:14]\[C:15]3[CH:16]=[N:17][CH:18]=[CH:19][CH:20]=3)[CH2:8][CH2:9][C:10]=2[N:11]=1 |f:3.4.5|. Procedure details: Prepared by catalytic hydrogenation of 2-amino-6 -(3-(3-pyridyl)-2-propyn-1-yl)-4,5,7,8-tetrahydro-6H-thiazolo[5,4-d]azepine with palladium/barium sulphate (5%) in ethanol. Yield: 42% of theory, Melting point: 125°-126° C. (acetone). Starting materials: CC#N, [O-]Cl, [Na+], [Na+], [Na+], [Na+], [Na+], O, O=P([O-])([O-])O, O=S([O-])[O-], O=Cc1ccccc1N1CCC(NC(=O)C2(NC(=O)c3cc4ccccc4o3)CCCCC2)C(=O)C1. Yields the product O=C(NC1(C(=O)NC2CCN(c3ccccc3C(=O)O)CC2=O)CCCCC1)c1cc2ccccc2o1. As a reaction SMILES: [CH3:54][C:55]#[N:56].[Cl:44][O-:45].[Na+:42].[Na+:43].[Na+:46].[Na+:51].[Na+:52].[OH2:53].[P:37](=[O:38])([O-:39])([O-:40])[OH:41].[S:47]([O-:48])([O-:49])=[O:50].[o:1]1[c:2]([C:10](=[O:11])[NH:12][C:13]2([C:19](=[O:20])[NH:21][CH:22]3[C:23](=[O:36])[CH2:24][N:25]([c:28]4[c:29]([CH:34]=[O:35])[cH:30][cH:31][cH:32][cH:33]4)[CH2:26][CH2:27]3)[CH2:14][CH2:15][CH2:16][CH2:17][CH2:18]2)[cH:3][c:4]2[c:5]1[cH:6][cH:7][cH:8][cH:9]2>>[o:1]1[c:2]([C:10](=[O:11])[NH:12][C:13]2([C:19](=[O:20])[NH:21][CH:22]3[C:23](=[O:36])[CH2:24][N:25]([c:28]4[c:29]([C:34](=[O:35])[OH:38])[cH:30][cH:31][cH:32][cH:33]4)[CH2:26][CH2:27]3)[CH2:14][CH2:15][CH2:16][CH2:17][CH2:18]2)[cH:3][c:4]2[c:5]1[cH:6][cH:7][cH:8][cH:9]2. Reactants: C(#CCCCCCCCCCC)C=1C=C(C=CC1)/C=C/C(=O)OCC (ethyl trans-3-[3-(1-dodecynyl)phenyl]-2-propenoate), O1CCCC1 (tetrahydrofuran), [H-].C(C(C)C)[Al+]CC(C)C (diisobutylaluminum hydride), [OH-].[Na+] (sodium hydroxide), [OH-].[Na+] (sodium hydroxide). Run in C(C)(=O)OCC (ethyl acetate). Reaction conditions: temperature -78 celsius, time 20 minute. Product: C(#CCCCCCCCCCC)C=1C=C(C=CC1)C/C=C/O (trans-3-[3-(1-Dodecynyl)phenyl]propen-1-ol). Yield: 81.5%. Reaction SMILES: [C:1]([C:13]1[CH:14]=[C:15](/[CH:19]=[CH:20]/[C:21](OCC)=[O:22])[CH:16]=[CH:17][CH:18]=1)#[C:2][CH2:3][CH2:4][CH2:5][CH2:6][CH2:7][CH2:8][CH2:9][CH2:10][CH2:11][CH3:12].O1CCCC1.[H-].C([Al+]CC(C)C)C(C)C.[OH-].[Na+]>C(OCC)(=O)C>[C:1]([C:13]1[CH:14]=[C:15]([CH2:19]/[CH:20]=[CH:21]/[OH:22])[CH:16]=[CH:17][CH:18]=1)#[C:2][CH2:3][CH2:4][CH2:5][CH2:6][CH2:7][CH2:8][CH2:9][CH2:10][CH2:11][CH3:12] |f:2.3,4.5|. Procedure: To a solution of ethyl trans-3-[3-(1-dodecynyl)phenyl]-2-propenoate (10.0 g) and dry tetrahydrofuran (100 ml) at -78° C. was added diisobutylaluminum hydride (1.5M in toluene) (49 ml) slowly. The reaction mixture was stirred for 20 mins at -78° C., and 25% sodium hydroxide solution (3 ml) was added. The mixture was slowly warmed to room temperature and an additional 25% sodium hydroxide solution (3 ml) was added. The mixture was diluted with ethyl acetate and washed with water and brine. The org... Starting materials: diethyl ether hexanes, ClCCl (Dichloromethane), NC1=C(C=C(C=C1C)Cl)CO ((2-amino-5-chloro-3-methylphenyl)methanol). Reagents/catalysts: [O-2].[O-2].[Mn+4] (manganese dioxide). The solvent is O1CCCC1 (tetrahydrofuran). Run at temperature 40 celsius, time 16 hour. Yields the product NC1=C(C=O)C=C(C=C1C)Cl (2-amino-5-chloro-3-methylbenzaldehyde). The yield is 72.9%. RXN SMILES: [NH2:1][C:2]1[C:7]([CH3:8])=[CH:6][C:5]([Cl:9])=[CH:4][C:3]=1[CH2:10][OH:11].ClCCl>O1CCCC1.[O-2].[O-2].[Mn+4]>[NH2:1][C:2]1[C:7]([CH3:8])=[CH:6][C:5]([Cl:9])=[CH:4][C:3]=1[CH:10]=[O:11] |f:3.4.5|. Procedure details: The (2-amino-5-chloro-3-methylphenyl)methanol (10.8 g, 63.1 mmol) was dissolved in tetrahydrofuran (20 mL). Dichloromethane (50 mL) was added along with activated carbon (16.3 g). Activated manganese dioxide (16.8 g, 189 mmol) was added and the solution stirred at 40° C. for 16 h. The solution was cooled to room temperature and vacuum filtered through a celite. The solvent was removed at reduced pressure and the 2-amino-5-chloro-3-methylbenzaldehyde (7.90 g, 46.0 mmol) obtained by recrystallizat... Starting materials: C[O-], CO, CCOC=O, Cl, Cl, [Na+], NCCc1cnn2c1NCCC2. Yields the product O=CNCCc1cnn2c1NCCC2. As a reaction SMILES: [CH3:20][O-:21].[CH3:23][OH:24].[CH:15](=[O:16])[O:17][CH2:18][CH3:19].[ClH:1].[ClH:2].[Na+:22].[n:3]1[cH:4][c:5]([CH2:12][CH2:13][NH2:14])[c:6]2[n:7]1[CH2:8][CH2:9][CH2:10][NH:11]2>>[n:3]1[cH:4][c:5]([CH2:12][CH2:13][NH:14][CH:15]=[O:16])[c:6]2[n:7]1[CH2:8][CH2:9][CH2:10][NH:11]2. Starting materials: C(C1=CC=CC=C1)C=1OC(=C(N1)C)OCC (2-benzyl-4-methyl-5-ethoxyoxazole), O1COCC=CC1 (4,7-dihydro-1,3-dioxepine). Run at temperature 180 celsius. Yields the product C(C1=CC=CC=C1)C1=NC(=C(C2=C1COCOC2)O)C (6-Benzyl-8-methyl-1,5-dihydro[1,3]dioxepino[5,6-c]pyridin-9-ol). Reaction SMILES: [CH2:1]([C:8]1O[C:10]([O:14]CC)=[C:11]([CH3:13])[N:12]=1)[C:2]1[CH:7]=[CH:6][CH:5]=[CH:4][CH:3]=1.[O:17]1[CH2:23][CH:22]=[CH:21][CH2:20][O:19][CH2:18]1>>[CH2:1]([C:8]1[C:22]2[CH2:23][O:17][CH2:18][O:19][CH2:20][C:21]=2[C:10]([OH:14])=[C:11]([CH3:13])[N:12]=1)[C:2]1[CH:3]=[CH:4][CH:5]=[CH:6][CH:7]=1. Procedure details: A mixture of 8.4 g (40 millimoles) of 2-benzyl-4-methyl-5-ethoxyoxazole and 20 g (200 millimoles) of 4,7-dihydro-1,3-dioxepine is heated for 4 hours at 180° C. in an autoclave. Unconverted 4,7-dihydro-1,3-dioxepine is distilled off under reduced pressure. The residue is taken up in methylene chloride and extracted with 10% strength sodium hydroxide solution. On neutralizing the alkaline solution, 5.2 g of 6-benzyl-8-methyl-1,5-dihydro-[1,3]dioxepino[5,6-c]pyridin-9-ol precipitate and these are e... Starting materials: OC1CCCC=2C=C(C=NC12)C (8-hydroxy-3-methyl-5,6,7,8-tetrahydroquinoline), S(=O)(Cl)Cl (thionyl chloride). Conditions: temperature 0 celsius, time 1 hour. Product: Cl.ClC1CCCC=2C=C(C=NC12)C (8-chloro-3-methyl-5,6,7,8-tetrahydroquinoline hydrochloride). As a reaction SMILES: O[CH:2]1[C:11]2[N:10]=[CH:9][C:8]([CH3:12])=[CH:7][C:6]=2[CH2:5][CH2:4][CH2:3]1.S(Cl)([Cl:15])=O>>[ClH:15].[Cl:15][CH:2]1[C:11]2[N:10]=[CH:9][C:8]([CH3:12])=[CH:7][C:6]=2[CH2:5][CH2:4][CH2:3]1 |f:2.3|. Reported procedure: The 8-hydroxy product of Example 1 (15 g.) was added portionwise to thionyl chloride (33 g.) at 0° C and the mixture stirred at 0° C for 1 hour and heated at reflux for an additional 2 hours. The solvent was removed in vacuo and the residual oil heated at reflux for 1 hour with ethanol (15 ml.) to remove excess thionyl chloride. The resultant precipitate was recrystallised from ethanolether to give 8-chloro-3-methyl-5,6,7,8-tetrahydroquinoline hydrochloride as colourless needles (17.4 g.) m.p. 1...